This data is from the Open Reaction Database (ORD), a public repository of structured organic reaction records. The task is: describe an organic reaction: reactants, conditions, products, and yield Starting materials: Cc1cc(O)c(Cl)c(=O)n1Cc1cccnc1, OCc1ccc(F)cc1F, CCOC(=O)N=NC(=O)OCC, CN(C)C=O, c1ccc(P(c2ccccc2)c2ccccc2)cc1. Product: Cc1cc(OCc2ccc(F)cc2F)c(Cl)c(=O)n1Cc1cccnc1. Reaction SMILES: [Cl:32][c:33]1[c:34](=[O:48])[n:35]([CH2:41][c:42]2[cH:43][n:44][cH:45][cH:46][cH:47]2)[c:36]([CH3:40])[cH:37][c:38]1[OH:39].[F:49][c:50]1[c:51]([CH2:52][OH:53])[cH:54][cH:55][c:56]([F:58])[cH:57]1.[O:20]=[C:21]([O:22][CH2:23][CH3:24])[N:25]=[N:26][C:27]([O:28][CH2:29][CH3:30])=[O:31].[O:59]=[CH:60][N:61]([CH3:62])[CH3:63].[c:1]1([P:2]([c:3]2[cH:4][cH:5][cH:6][cH:7][cH:8]2)[c:9]2[cH:10][cH:11][cH:12][cH:13][cH:14]2)[cH:15][cH:16][cH:17][cH:18][cH:19]1>>[Cl:32][c:33]1[c:34](=[O:48])[n:35]([CH2:41][c:42]2[cH:43][n:44][cH:45][cH:46][cH:47]2)[c:36]([CH3:40])[cH:37][c:38]1[O:39][CH2:52][c:51]1[c:50]([F:49])[cH:57][c:56]([F:58])[cH:55][cH:54]1.